From a dataset of the Open Reaction Database (ORD), a public repository of structured organic reaction records. describe an organic reaction: reactants, conditions, products, and yield Starting materials: ClC=1C(=C(C2=C(NC(NC2=O)=O)N1)C1=CC=C(C=C1)OCCO)C#N (7-Chloro-5-[4-(2-hydroxyethoxy)phenyl]-2,4-dioxo-1,2,3,4-tetrahydropyrido[2,3-d]pyrimidine-6-carbonitrile), ClCC=1N=C(SC1)C1=CC=C(C=C1)Cl (4-(chloromethyl)-2-(4-chlorophenyl)-1,3-thiazole), C([O-])(O)=O.[Na+] (sodium bicarbonate), [S-2].[Na+].[Na+] (sodium sulfide). Solvent: O.C(C)#N (water acetonitrile), O (Water), CN(C)C=O (DMF). Reaction conditions: time 8 hour. Yields the product ClC1=CC=C(C=C1)C=1SC=C(N1)CSC=1C(=C(C2=C(NC(NC2=O)=O)N1)C1=CC=C(C=C1)OCCO)C#N (7-({[2-(4-Chlorophenyl)-1,3-thiazol-4-yl]methyl}sulfanyl)-5-[4-(2-hydroxyethoxy)phenyl]-2,4-dioxo-1,2,3,4-tetrahydropyrido[2,3-d]pyrimidine-6-carbonitrile). Reaction SMILES: Cl[C:2]1[C:3]([C:24]#[N:25])=[C:4]([C:14]2[CH:19]=[CH:18][C:17]([O:20][CH2:21][CH2:22][OH:23])=[CH:16][CH:15]=2)[C:5]2[C:10](=[O:11])[NH:9][C:8](=[O:12])[NH:7][C:6]=2[N:13]=1.[S-2:26].[Na+].[Na+].Cl[CH2:30][C:31]1[N:32]=[C:33]([C:36]2[CH:41]=[CH:40][C:39]([Cl:42])=[CH:38][CH:37]=2)[S:34][CH:35]=1.C(=O)(O)[O-].[Na+]>CN(C=O)C.O.C(#N)C.O>[Cl:42][C:39]1[CH:40]=[CH:41][C:36]([C:33]2[S:34][CH:35]=[C:31]([CH2:30][S:26][C:2]3[C:3]([C:24]#[N:25])=[C:4]([C:14]4[CH:15]=[CH:16][C:17]([O:20][CH2:21][CH2:22][OH:23])=[CH:18][CH:19]=4)[C:5]4[C:10](=[O:11])[NH:9][C:8](=[O:12])[NH:7][C:6]=4[N:13]=3)[N:32]=2)=[CH:37][CH:38]=1 |f:1.2.3,5.6,8.9|. Procedure details: 100 mg (0.229 mmol) of the compound from Example 11A were dissolved in 0.46 ml of DMF, 21 mg (0.274 mmol) of sodium sulfide were added and the mixture was stirred at RT overnight. 33 mg (0.137 mmol) of 4-(chloromethyl)-2-(4-chlorophenyl)-1,3-thiazole and 23 mg (0.275 mmol) of sodium bicarbonate were then added, and the reaction solution was stirred at RT for 2 h. Water was added to the reaction mixture for further purification via a preparative HPLC (Chromasil, water/acetonitrile+0.1% TFA) purif... Starting materials: C(C1=CC=CC=C1)[C@@H]([C@@H](CNOC1CCCC1)O)NC(ONC([C@H](CC(=O)N)NC(=O)C1=NC2=CC=CC=C2C=C1)=O)=O ((2S)-4-Amino-4-oxo-2-[(2-quinolinylcarbonyl)amino]butanamido N-(1S,2R)-1-benzyl-3-[(cyclopentyloxy)amino]-2-hydroxypropylcarbamate), C(C1=CC=CC=C1)(C1=CC=CC=C1)(C1=CC=CC=C1)N1N=CC2=CC=C(C=C12)S(=O)(=O)Cl (1-trityl-1H-indazole-6-sulfonyl chloride), C(C)(C)N(CC)C(C)C (diisopropylethylamine). The solvent is O1CCCC1 (tetrahydrofuran). Reaction conditions: time 24 hour. Yields the product C(C1=CC=CC=C1)[C@@H]([C@@H](CN(S(=O)(=O)C1=CC=C2C=NNC2=C1)OC1CCCC1)O)NC(ONC([C@H](CC(=O)N)NC(=O)C1=NC2=CC=CC=C2C=C1)=O)=O ((2S)-4-Amino-4-oxo-2-[(2-quinolinylcarbonyl)amino]butanamido N-(1S,2R)-1-benzyl-3-[(cyclopentyloxy)(1H-indazol-6-ylsulfonyl)amino]-2-hydroxypropylcarbamate). Reaction SMILES: [CH2:1]([C@H:8]([NH:19][C:20](=[O:43])[O:21][NH:22][C:23](=[O:42])[C@@H:24]([NH:29][C:30]([C:32]1[CH:41]=[CH:40][C:39]2[C:34](=[CH:35][CH:36]=[CH:37][CH:38]=2)[N:33]=1)=[O:31])[CH2:25][C:26]([NH2:28])=[O:27])[C@H:9]([OH:18])[CH2:10][NH:11][O:12][CH:13]1[CH2:17][CH2:16][CH2:15][CH2:14]1)[C:2]1[CH:7]=[CH:6][CH:5]=[CH:4][CH:3]=1.C([N:63]1[C:71]2[C:66](=[CH:67][CH:68]=[C:69]([S:72](Cl)(=[O:74])=[O:73])[CH:70]=2)[CH:65]=[N:64]1)(C1C=CC=CC=1)(C1C=CC=CC=1)C1C=CC=CC=1.C(N(C(C)C)CC)(C)C>O1CCCC1>[CH2:1]([C@H:8]([NH:19][C:20](=[O:43])[O:21][NH:22][C:23](=[O:42])[C@@H:24]([NH:29][C:30]([C:32]1[CH:41]=[CH:40][C:39]2[C:34](=[CH:35][CH:36]=[CH:37][CH:38]=2)[N:33]=1)=[O:31])[CH2:25][C:26]([NH2:28])=[O:27])[C@H:9]([OH:18])[CH2:10][N:11]([O:12][CH:13]1[CH2:14][CH2:15][CH2:16][CH2:17]1)[S:72]([C:69]1[CH:70]=[C:71]2[C:66]([CH:65]=[N:64][NH:63]2)=[CH:67][CH:68]=1)(=[O:74])=[O:73])[C:2]1[CH:7]=[CH:6][CH:5]=[CH:4][CH:3]=1. Reported procedure: (2S)-4-Amino-4-oxo-2-[(2-quinolinylcarbonyl)-amino]butanamido N-(1S,2R)-1-benzyl-3-[(cyclopentyloxy)-amino]-2-hydroxypropylcarbamate (Step 1, Example 51), (44 mg, 0.0825 mmol), 1-trityl-1H-indazole-6-sulfonyl chloride (38 mg, 0.0825 mmol), and anhydrous diisopropylethylamine (0.05 mL, 0.280 mmol) were combined in anhydrous tetrahydrofuran (3 mL) in a 25 mL round bottomed flask under nitrogen. The reaction was stirred for 24 hours and concentrated in vacuo. Ethyl acetate (30 mL) and water (10 mL)... The reactants are COC1CCC(CC(O)C(Cc2ccccc2)NC(=O)C(CS(=O)c2ccc3ccccc3c2)NS(C)(=O)=O)C(C(=O)NC(C)(C)C)C1, ClCCl, O=C(OO)c1cccc(Cl)c1. Yields the product COC1CCC(CC(O)C(Cc2ccccc2)NC(=O)C(CS(=O)(=O)c2ccc3ccccc3c2)NS(C)(=O)=O)C(C(=O)NC(C)(C)C)C1. As a reaction SMILES: [C:1]([CH3:2])([CH3:3])([CH3:4])[NH:5][C:6](=[O:7])[CH:8]1[CH:9]([CH2:16][CH:17]([CH:18]([CH2:19][c:20]2[cH:21][cH:22][cH:23][cH:24][cH:25]2)[NH:26][C:27]([CH:28]([CH2:29][S:30](=[O:31])[c:32]2[cH:33][c:34]3[cH:35][cH:36][cH:37][cH:38][c:39]3[cH:40][cH:41]2)[NH:42][S:43](=[O:44])(=[O:45])[CH3:46])=[O:47])[OH:48])[CH2:10][CH2:11][CH:12]([O:14][CH3:15])[CH2:13]1.[Cl:60][CH2:61][Cl:62].[OH:49][O:50][C:51]([c:52]1[cH:53][c:54]([Cl:55])[cH:56][cH:57][cH:58]1)=[O:59]>>[C:1]([CH3:2])([CH3:3])([CH3:4])[NH:5][C:6](=[O:7])[CH:8]1[CH:9]([CH2:16][CH:17]([CH:18]([CH2:19][c:20]2[cH:21][cH:22][cH:23][cH:24][cH:25]2)[NH:26][C:27]([CH:28]([CH2:29][S:30](=[O:31])([c:32]2[cH:33][c:34]3[cH:35][cH:36][cH:37][cH:38][c:39]3[cH:40][cH:41]2)=[O:49])[NH:42][S:43](=[O:44])(=[O:45])[CH3:46])=[O:47])[OH:48])[CH2:10][CH2:11][CH:12]([O:14][CH3:15])[CH2:13]1. Reactants: C(C)OC(=O)C1(CC2=CC=CC=C2C1)NC(C1=C(C(=CC=C1)C#N)C)=O (2-(3-cyano-2-methyl-benzoylamino)-indan-2-carboxylic acid ethyl ester), CN(C)C=O (DMF), C(=O)([O-])[O-].[K+].[K+] (K2CO3), BrCC#N (bromoacetonitrile). Solvent: heptanes, CCOC(=O)C (EtOAc). Conditions: time 16 hour. The product is C(C)OC(=O)C1(CC2=CC=CC=C2C1)NC(C1=C(C(=CC=C1)C)OCC#N)=O (2-(2-Cyanomethoxy-3-methyl-benzoylamino)-indan-2-carboxylic acid ethyl ester). As a reaction SMILES: [CH2:1]([O:3][C:4]([C:6]1([NH:15][C:16](=[O:26])[C:17]2[CH:22]=[CH:21][CH:20]=[C:19](C#N)[C:18]=2C)[CH2:14][C:13]2[C:8](=[CH:9][CH:10]=[CH:11][CH:12]=2)[CH2:7]1)=[O:5])[CH3:2].CN([CH:30]=[O:31])C.[C:32]([O-])([O-])=O.[K+].[K+].BrC[C:40]#[N:41]>CCOC(C)=O>[CH2:1]([O:3][C:4]([C:6]1([NH:15][C:16](=[O:26])[C:17]2[CH:22]=[CH:21][CH:20]=[C:19]([CH3:32])[C:18]=2[O:31][CH2:30][C:40]#[N:41])[CH2:14][C:13]2[C:8](=[CH:9][CH:10]=[CH:11][CH:12]=2)[CH2:7]1)=[O:5])[CH3:2] |f:2.3.4|. Procedure details: A 30 mL reaction vial is charged with 2-(2-hydroxy-3-methyl-benzoylamino)-indan-2-carboxylic acid ethyl ester (3, 400 mg, 1.18 mmol) and dry DMF (5 mL). A stirring bar is added and stirring is initiated. After dissolution, K2SO4 (326 mg, 2.36 mmol) and bromoacetonitrile (164 μL, 2.36 mmol) are added in turn. The reaction vial is capped and placed in a heating block which is set atop of an orbital shaker. The heating block is set at 55° C. After 16 h, tlc analysis (silica, 1:1 EtOAc in heptanes) ... The reactants are CS(=O)(=O)OCC=1OC=C(C(C1)=O)OCCCCCOC1=NC=NC2=CC=CC=C12 ((5-(5-(Quinazolin-4-yloxy)pentyloxy)-4-oxo-4H-pyran-2-yl)methyl methanesulfonate), N1CCOCC1 (Morpholine). The solvent is ClCCl (dichloromethane), C(Cl)Cl (CH2Cl2). Run at temperature 45 celsius, time 1 hour. The product is N1=CN=C(C2=CC=CC=C12)OCCCCCOC=1C(C=C(OC1)CN1CCOCC1)=O (5-(5-(Quinazolin-4-yloxy)pentyloxy)-2-(morpholinomethyl)-4H-pyran-4-one). Reaction SMILES: CS(O[CH2:6][C:7]1[O:8][CH:9]=[C:10]([O:14][CH2:15][CH2:16][CH2:17][CH2:18][CH2:19][O:20][C:21]2[C:30]3[C:25](=[CH:26][CH:27]=[CH:28][CH:29]=3)[N:24]=[CH:23][N:22]=2)[C:11](=[O:13])[CH:12]=1)(=O)=O.[NH:31]1[CH2:36][CH2:35][O:34][CH2:33][CH2:32]1>ClCCl>[N:24]1[C:25]2[C:30](=[CH:29][CH:28]=[CH:27][CH:26]=2)[C:21]([O:20][CH2:19][CH2:18][CH2:17][CH2:16][CH2:15][O:14][C:10]2[C:11](=[O:13])[CH:12]=[C:7]([CH2:6][N:31]3[CH2:36][CH2:35][O:34][CH2:33][CH2:32]3)[O:8][CH:9]=2)=[N:22][CH:23]=1. Procedure details: Methanesulfonic acid 4-oxo-5-[5-(quinazolin-4-yloxy)-pentyloxy]-4H-pyran-2-ylmethyl ester 20 (100 mg, 0.23 mmol) was dissolved in dichloromethane (3 mL). Morpholine (51 μL, 0.575 mmol) was added via syringe. The mixture was stirred at 45° C. for 1 h. CH2Cl2 (50 ml) was added and the solution washed with NaHCO3 10% (3×50 mL) and brine (3×50 mL). The product was extracted with CH2Cl2 (5×50 mL). The organic layer was dried over MgSO4, filtered and evaporated. The crude product was purified by colum...